Task: describe an organic reaction: reactants, conditions, products, and yield. Dataset: the Open Reaction Database (ORD), a public repository of structured organic reaction records Reactants: CO, Oc1nc2c(Cl)nc3ccccc3c2n1CC1CCOCC1, N. As a reaction SMILES: [CH3:24][OH:25].[Cl:1][c:2]1[n:3][c:4]2[cH:5][cH:6][cH:7][cH:8][c:9]2[c:10]2[c:11]1[n:12][c:13]([OH:22])[n:14]2[CH2:15][CH:16]1[CH2:17][CH2:18][O:19][CH2:20][CH2:21]1.[NH3:23]>>[c:2]1([NH2:23])[n:3][c:4]2[cH:5][cH:6][cH:7][cH:8][c:9]2[c:10]2[c:11]1[n:12][c:13]([OH:22])[n:14]2[CH2:15][CH:16]1[CH2:17][CH2:18][O:19][CH2:20][CH2:21]1. Product: Nc1nc2ccccc2c2c1nc(O)n2CC1CCOCC1. The product is Cl.OC1=C(C=C(OCCN2CCC(CC2)CC2=CC=C(C=C2)F)C=C1)C (1-[2-(4-Hydroxy-3-methylphenoxy)ethyl]-4-(4-fluorobenzyl)piperidine hydrochloride). Reactants: Cl.FC1=CC=C(CC2CCNCC2)C=C1 (4-(4-fluorobenzyl)piperidine hydrochloride), C(C1=CC=CC=C1)OC1=C(C=C(OCCBr)C=C1)C (2-(4-benzoxy-3-methylphenoxy)ethyl bromide), C([O-])([O-])=O.[K+].[K+] (potassium carbonate), solid. Reaction SMILES: [ClH:1].[F:2][C:3]1[CH:15]=[CH:14][C:6]([CH2:7][CH:8]2[CH2:13][CH2:12][NH:11][CH2:10][CH2:9]2)=[CH:5][CH:4]=1.C([O:23][C:24]1[CH:33]=[CH:32][C:27]([O:28][CH2:29][CH2:30]Br)=[CH:26][C:25]=1[CH3:34])C1C=CC=CC=1.C(=O)([O-])[O-].[K+].[K+]>>[ClH:1].[OH:23][C:24]1[CH:33]=[CH:32][C:27]([O:28][CH2:29][CH2:30][N:11]2[CH2:10][CH2:9][CH:8]([CH2:7][C:6]3[CH:5]=[CH:4][C:3]([F:2])=[CH:15][CH:14]=3)[CH2:13][CH2:12]2)=[CH:26][C:25]=1[CH3:34] |f:0.1,3.4.5,6.7|. Procedure details: The title compound was prepared from 4-(4-fluorobenzyl)piperidine hydrochloride (344 mg, 1.5 mmol), 2-(4-benzoxy-3-methylphenoxy)ethyl bromide (482 mg, 1.5 mmol) and potassium carbonate (518 mg, 3.8 mmol) in two steps as white-off solid (240 mg): mp 118-120° C. 1H NMR (CD3OD) 1.40 (m, 2 H), 1.699 (m, 3 H), 1.975 (s, 3 H), 2.441 (t, 2 H), 2.82 (m, 2 H), 3.310 (m, 2 H), 3.45 (m, 2 H), 4.054 (s, 2 H), 6.481 (s, 2 H), 6.753 (s, 1 H), 6.83 (m, 2 H), 7.021 (m, 2 H). Anal. Calcd for C21H27ClFNO2.0.7H2O... The reactants are OB(O)c1cccc(F)c1Cl, [Na+], C1CCOC1, [OH-], OO. The product is Oc1cccc(F)c1Cl. RXN SMILES: [Cl:1][c:2]1[c:3]([B:9]([OH:10])[OH:11])[cH:4][cH:5][cH:6][c:7]1[F:8].[Na+:20].[O:14]1[CH2:15][CH2:16][CH2:17][CH2:18]1.[OH-:19].[OH:12][OH:13]>>[Cl:1][c:2]1[c:3]([OH:12])[cH:4][cH:5][cH:6][c:7]1[F:8]. Starting materials: NCCO, NCC(O)CO, N#Cc1ccc(NCCO)c([N+](=O)[O-])c1. Yields the product N#Cc1ccc(NCC(O)CO)c([N+](=O)[O-])c1. Reaction SMILES: [CH2:22]([CH2:23][NH2:24])[OH:25].[NH2:16][CH2:17][CH:18]([CH2:19][OH:20])[OH:21].[OH:1][CH2:2][CH2:3][NH:4][c:5]1[c:6]([N+:13](=[O:14])[O-:15])[cH:7][c:8]([C:9]#[N:10])[cH:11][cH:12]1>>[OH:1][CH:2]([CH2:3][NH:4][c:5]1[c:6]([N+:13](=[O:14])[O-:15])[cH:7][c:8]([C:9]#[N:10])[cH:11][cH:12]1)[CH2:19][OH:20].